This data is from the Open Reaction Database (ORD), a public repository of structured organic reaction records. The task is: describe an organic reaction: reactants, conditions, products, and yield Reactants: CCCC[Sn](CCCC)(CCCC)c1cn2c(n1)-c1ccc(C(=O)OC)cc1OCC2, Cc1ccccc1, CC(C)n1ncc(C#N)c1N, c1ccc(P(c2ccccc2)(c2ccccc2)[Pd](P(c2ccccc2)(c2ccccc2)c2ccccc2)(P(c2ccccc2)(c2ccccc2)c2ccccc2)P(c2ccccc2)(c2ccccc2)c2ccccc2)cc1. The product is COC(=O)c1ccc2c(c1)OCCn1cc(-c3c(C#N)cnn3C(C)C)nc1-2. Reaction SMILES: [CH2:1]([Sn:2]([CH2:3][CH2:4][CH2:5][CH3:24])([c:6]1[n:7][c:8]2[n:9]([cH:23]1)[CH2:10][CH2:11][O:12][c:13]1[c:14]-2[cH:15][cH:16][c:17]([C:19](=[O:20])[O:21][CH3:22])[cH:18]1)[CH2:25][CH2:26][CH2:27][CH3:28])[CH2:29][CH2:30][CH3:31].[CH3:43][c:44]1[cH:45][cH:46][cH:47][cH:48][cH:49]1.[NH2:32][c:33]1[c:34]([C:41]#[N:42])[cH:35][n:36][n:37]1[CH:38]([CH3:39])[CH3:40].[cH:50]1[cH:51][cH:52][c:53]([P:54]([Pd:55]([P:56]([c:57]2[cH:58][cH:59][cH:60][cH:61][cH:62]2)([c:63]2[cH:64][cH:65][cH:66][cH:67][cH:68]2)[c:69]2[cH:70][cH:71][cH:72][cH:73][cH:74]2)([P:75]([c:76]2[cH:77][cH:78][cH:79][cH:80][cH:81]2)([c:82]2[cH:83][cH:84][cH:85][cH:86][cH:87]2)[c:88]2[cH:89][cH:90][cH:91][cH:92][cH:93]2)[P:94]([c:95]2[cH:96][cH:97][cH:98][cH:99][cH:100]2)([c:101]2[cH:102][cH:103][cH:104][cH:105][cH:106]2)[c:107]2[cH:108][cH:109][cH:110][cH:111][cH:112]2)([c:113]2[cH:114][cH:115][cH:116][cH:117][cH:118]2)[c:119]2[cH:120][cH:121][cH:122][cH:123][cH:124]2)[cH:125][cH:126]1>>[c:6]1(-[c:33]2[c:34]([C:41]#[N:42])[cH:35][n:36][n:37]2[CH:38]([CH3:39])[CH3:40])[n:7][c:8]2[n:9]([cH:23]1)[CH2:10][CH2:11][O:12][c:13]1[c:14]-2[cH:15][cH:16][c:17]([C:19](=[O:20])[O:21][CH3:22])[cH:18]1. Reactants: Cl.COC1=CC=C(C(=N)N)C=C1 (4-methoxybenzamidine hydrochloride), C(CC(=O)C)(=O)OCC (ethyl acetoacetate), C([O-])([O-])=O.[K+].[K+] (potassium carbonate). Solvent: C(C)O (ethanol). Run at time 7 hour. Product: OC1=NC(=NC(=C1)C)C1=CC=C(C=C1)OC (4-hydroxy-2-(4-methoxyphenyl)-6-methylpyrimidine). As a reaction SMILES: Cl.[CH3:2][O:3][C:4]1[CH:12]=[CH:11][C:7]([C:8]([NH2:10])=[NH:9])=[CH:6][CH:5]=1.[C:13](OCC)(=[O:18])[CH2:14][C:15]([CH3:17])=O.C(=O)([O-])[O-].[K+].[K+]>C(O)C>[OH:18][C:13]1[CH:14]=[C:15]([CH3:17])[N:10]=[C:8]([C:7]2[CH:11]=[CH:12][C:4]([O:3][CH3:2])=[CH:5][CH:6]=2)[N:9]=1 |f:0.1,3.4.5|. Procedure details: To the mixture of 10 g of 4-methoxybenzamidine hydrochloride, 7.7 g of ethyl acetoacetate and 16.3 g of potassium carbonate were added 120 ml of ethanol, and the mixture was heat-refluxed with stirring for 7 hours. The reaction mixture was cooled and filtered to remove insoluble substances. The filtrate was evaporated. Water was added to the residue to dissolve and then the resulting solution was neutralized with acetic acid. The precipitated crystals were filtered off, washed with water and dri... As a reaction SMILES: [Na].O[C:3]([CH3:10])([CH3:9])[C:4]([O:6]CC)=O.[NH2:11][C:12]([NH2:14])=[O:13]>C(O)C>[CH3:9][C:3]1([CH3:10])[NH:14][C:12](=[O:13])[NH:11][C:4]1=[O:6] |^1:0|. Procedure: In a 5-liter three neck distillation flask were placed 1.5 l of ethanol, 92 g of metallic sodium, 472 g of ethyl α-hydroxyisobutyrate (4 mole), and 240 g of urea (4 mole). The mixture was heated and stirred on hot oil bath at 100° C. for 18 hours. After ethanol and methanol were distilled off from the reaction mixture and then 2 l of water was added therefor, the mixture was made acid with aqueous hydrochloric acid solution and then extracted twice with ethyl acetate. The extract was dried with ... Run in C(C)O (ethanol). The product is CC1(C(NC(N1)=O)=O)C (5,5-dimethylhydantoin). Isolated yield 52.7%. Run at temperature 100 celsius, time 18 hour. Reactants: [Na] (sodium), OC(C(=O)OCC)(C)C (ethyl α-hydroxyisobutyrate), NC(=O)N (urea).